Dataset: the Open Reaction Database (ORD), a public repository of structured organic reaction records. Task: describe an organic reaction: reactants, conditions, products, and yield Reactants: C1(=CC=CC=C1)[Li] (phenyllithium), [Cl-].COC[P+](C1=CC=CC=C1)(C1=CC=CC=C1)C1=CC=CC=C1 (methoxymethyl triphenylphosphonium chloride), O=C1C(C=CC=C1)S(=O)C1C(C=CC=C1)=O (Ketophenyl Sulfoxide). Solvent: C1CCOC1 (THF), C1CCOC1 (THF). Reaction conditions: temperature -78 celsius, time 3 hour. The product is COC=CS(=O)C=COC (Methoxyvinyl Sulfoxide). Yield: 89.0%. Reaction SMILES: [Cl-].[CH3:2][O:3][CH2:4][P+](C1C=CC=CC=1)(C1C=CC=CC=1)C1C=CC=CC=1.[C:24]1([Li])C=CC=CC=1.O=C1C=CC=C[CH:33]1[S:38]([CH:40]1C=CC=C[C:41]1=[O:46])=[O:39]>C1COCC1>[CH3:24][O:46][CH:41]=[CH:40][S:38]([CH:33]=[CH:4][O:3][CH3:2])=[O:39] |f:0.1|. Reported procedure: To a suspension of methoxymethyl triphenylphosphonium chloride (1.42 g, 4.14 mmol) in dry THF (15 mL) at -78° C. was added dropwise a 1.77M phenyllithium solution (2.34 mL, 4.14 mmol), and the cooling bath was removed. Stirring was continued for 3 h to give a deep red solution. This solution was cooled to -78° C., and a solution of keto phenyl sulfoxide 110 in THF (10 mL) was added dropwise by cannula. The resulting mixture was then allowed to warm to rt over 5 h, stirred for an additional 5 h, ... The reactants are CN(C)C1(c2ccccc2)CCC(CC(=O)NCCCCc2c[nH]c3ccccc23)CC1, CCC(C)=O, C[Si](C)(C)Cl. Product: CN(C)C1(c2ccccc2)CCC(CC(=O)NCCCCc2c[nH]c3ccccc23)CC1, Cl. RXN SMILES: [CH3:1][N:2]([C:3]1([c:26]2[cH:27][cH:28][cH:29][cH:30][cH:31]2)[CH2:4][CH2:5][CH:6]([CH2:9][C:10](=[O:11])[NH:12][CH2:13][CH2:14][CH2:15][CH2:16][c:17]2[cH:18][nH:19][c:20]3[cH:21][cH:22][cH:23][cH:24][c:25]23)[CH2:7][CH2:8]1)[CH3:32].[CH3:38][C:39]([CH2:40][CH3:41])=[O:42].[Cl:33][Si:34]([CH3:35])([CH3:36])[CH3:37]>>[CH3:1][N:2]([C:3]1([c:26]2[cH:27][cH:28][cH:29][cH:30][cH:31]2)[CH2:4][CH2:5][CH:6]([CH2:9][C:10](=[O:11])[NH:12][CH2:13][CH2:14][CH2:15][CH2:16][c:17]2[cH:18][nH:19][c:20]3[cH:21][cH:22][cH:23][cH:24][c:25]23)[CH2:7][CH2:8]1)[CH3:32].[ClH:33]. Reactants: C#CCC(C)(C)C(=O)OCC, [Cu]I, COc1ccc(N)c(I)n1, Cl[Pd]Cl, c1ccc(P(c2ccccc2)c2ccccc2)cc1. Product: CCOC(=O)C(C)(C)CC#Cc1nc(OC)ccc1N. RXN SMILES: [CH2:30]([CH3:31])[O:32][C:33]([C:34]([CH2:35][C:36]#[CH:37])([CH3:38])[CH3:39])=[O:40].[Cu:44][I:45].[I:20][c:21]1[n:22][c:23]([O:28][CH3:29])[cH:24][cH:25][c:26]1[NH2:27].[Pd:41]([Cl:42])[Cl:43].[c:1]1([P:2]([c:3]2[cH:4][cH:5][cH:6][cH:7][cH:8]2)[c:9]2[cH:10][cH:11][cH:12][cH:13][cH:14]2)[cH:15][cH:16][cH:17][cH:18][cH:19]1>>[c:21]1([C:37]#[C:36][CH2:35][C:34]([C:33]([O:32][CH2:30][CH3:31])=[O:40])([CH3:38])[CH3:39])[n:22][c:23]([O:28][CH3:29])[cH:24][cH:25][c:26]1[NH2:27]. The reactants are C1(=CC=CC2=CC=CC=C12)O (1-naphthol), ClCCCC(=O)O (4-chlorobutyric acid), B(F)(F)F.CCOCC (boron trifluoride etherate). Solvent: O (water), O (water). Reaction conditions: time 30 minute. Product: ClCCCC(=O)C1=C(C2=CC=CC=C2C=C1)O (2-(4-Chlorobutyryl)-1-naphthol). Isolated yield 38.2%. As a reaction SMILES: [C:1]1([OH:11])[C:10]2[C:5](=[CH:6][CH:7]=[CH:8][CH:9]=2)[CH:4]=[CH:3][CH:2]=1.[Cl:12][CH2:13][CH2:14][CH2:15][C:16](O)=[O:17].B(F)(F)F.CCOCC>O>[Cl:12][CH2:13][CH2:14][CH2:15][C:16]([C:2]1[CH:3]=[CH:4][C:5]2[C:10](=[CH:9][CH:8]=[CH:7][CH:6]=2)[C:1]=1[OH:11])=[O:17] |f:2.3|. Procedure details: A mixture of 1-naphthol (15.14 g, 0.105 mole), 4-chlorobutyric acid (9.90 mL, 0.100 mole), and boron trifluoride etherate (75 mL) was heated on a steam bath for 4 hours. The mixture was then treated slowly with 100 mL of water, and heating continued for 30 minutes. The mixture was poured into water, stirred, and the solution decanted. The residue was triturated with water, then crystallized from ethanol to provide the title compound (9.50 g, 38%) as a pale green solid, mp 73°-79°. Starting materials: CN(C1=CC=C(C=C1)C(CC#N)=O)C (3-(4-Dimethylamino-phenyl)-3-oxo-propionitrile), NN (hydrazine). Solvent: CCO (EtOH). Reaction conditions: time 8 hour. Yields the product CN(C1=CC=C(C=C1)C=1C=C(NN1)N)C (5-(4-dimethylamino-phenyl)-2H-pyrazol-3-ylamine). Yield: 37.0%. RXN SMILES: [CH3:1][N:2]([CH3:14])[C:3]1[CH:8]=[CH:7][C:6]([C:9](=O)[CH2:10][C:11]#[N:12])=[CH:5][CH:4]=1.[NH2:15][NH2:16]>CCO>[CH3:14][N:2]([CH3:1])[C:3]1[CH:8]=[CH:7][C:6]([C:9]2[CH:10]=[C:11]([NH2:12])[NH:15][N:16]=2)=[CH:5][CH:4]=1. Procedure: 3-(4-Dimethylamino-phenyl)-3-oxo-propionitrile (3.262 gms.) is then suspended in 100 mL of anhydrous EtOH. This suspension is treated with 1.09 mL of anhydrous hydrazine, and subsequently is heated to refluxing temperature for 2 h. The reaction mixture is cooled to room temperature and stored in a −20° C. freezer overnight to yield a white crystalline precipitate. This precipitate is filtered and the filtrate is concentrated in vacuo. The residue from the evaporation is triturated with ethyl ace...